Dataset: the Open Reaction Database (ORD), a public repository of structured organic reaction records. Task: describe an organic reaction: reactants, conditions, products, and yield Starting materials: ClCCl, COc1ccc(-c2nn3c(SC)nnc3c3ccccc23)cc1, CCO, O=C(OO)c1cccc(Cl)c1. Product: COc1ccc(-c2nn3c(S(C)=O)nnc3c3ccccc23)cc1. Reaction SMILES: [CH2:38]([Cl:39])[Cl:40].[CH3:12][O:13][c:14]1[cH:15][cH:16][c:17](-[c:20]2[n:21][n:22]3[c:23]([c:24]4[cH:25][cH:26][cH:27][cH:28][c:29]24)[n:30][n:31][c:32]3[S:33][CH3:34])[cH:18][cH:19]1.[CH3:35][CH2:36][OH:37].[OH:1][O:2][C:3]([c:4]1[cH:5][c:6]([Cl:7])[cH:8][cH:9][cH:10]1)=[O:11]>>[O:1]=[S:33]([c:32]1[n:22]2[n:21][c:20](-[c:17]3[cH:16][cH:15][c:14]([O:13][CH3:12])[cH:19][cH:18]3)[c:29]3[c:24]([c:23]2[n:30][n:31]1)[cH:25][cH:26][cH:27][cH:28]3)[CH3:34]. Starting materials: [SH-].[Na+] (sodium hydrosulfide), ClC1=CC(=NC=2N1N=C(N2)COC)C (7-chloro-2-methoxymethyl-5-methyl-s-triazolo[1,5-a]pyrimidine). Run in O (water). Reaction conditions: temperature 55 celsius, time 1 hour. The product is SC1=CC(=NC=2N1N=C(N2)COC)C (7-mercapto-2-methoxymethyl-5-methyl-s-triazolo[1,5-a]pyrimidine). Yield: 88.5%. As a reaction SMILES: [SH-:1].[Na+].Cl[C:4]1[N:9]2[N:10]=[C:11]([CH2:13][O:14][CH3:15])[N:12]=[C:8]2[N:7]=[C:6]([CH3:16])[CH:5]=1>O>[SH:1][C:4]1[N:9]2[N:10]=[C:11]([CH2:13][O:14][CH3:15])[N:12]=[C:8]2[N:7]=[C:6]([CH3:16])[CH:5]=1 |f:0.1|. Procedure: In 350 ml of water was dissolved 24 g of sodium hydrosulfide and 34.5 g of 7-chloro-2-methoxymethyl-5-methyl-s-triazolo[1,5-a]pyrimidine was added thereto, and the mixture was stirred at 55° C. for one hour. After the reaction mixture was filtered, it was ice-cooled and adjusted to pH 1 with addition of a 2N-hydrochloric acid. The precipitates were collected by filtration, washed with water and with isopropanol, and dried to obtain 30.18 g of the title compound. Starting materials: O=C([O-])[O-], Cc1nc(-c2cnc(Br)cn2)sc1C(=O)NCc1ccccc1, COC, OB(O)C=Cc1ccc(F)cc1, [Na+], [Na+], O. Yields the product Cc1nc(-c2cnc(C=Cc3ccc(F)cc3)cn2)sc1C(=O)NCc1ccccc1. Reaction SMILES: [C:24](=[O:25])([O-:26])[O-:27].[CH2:1]([c:2]1[cH:3][cH:4][cH:5][cH:6][cH:7]1)[NH:8][C:9](=[O:10])[c:11]1[c:12]([CH3:23])[n:13][c:14](-[c:16]2[n:17][cH:18][c:19]([Br:22])[n:20][cH:21]2)[s:15]1.[CH3:43][O:44][CH3:45].[F:30][c:31]1[cH:32][cH:33][c:34]([CH:37]=[CH:38][B:39]([OH:40])[OH:41])[cH:35][cH:36]1.[Na+:28].[Na+:29].[OH2:42]>>[CH2:1]([c:2]1[cH:3][cH:4][cH:5][cH:6][cH:7]1)[NH:8][C:9](=[O:10])[c:11]1[c:12]([CH3:23])[n:13][c:14](-[c:16]2[n:17][cH:18][c:19]([CH:38]=[CH:37][c:34]3[cH:33][cH:32][c:31]([F:30])[cH:36][cH:35]3)[n:20][cH:21]2)[s:15]1. Starting materials: C(C1=CC=CC=C1)OC1=C(C=CC(=C1)O[Si](C)(C)C(C)(C)C)N1CC(N(S1(=O)=O)CC[Si](C)(C)C)=O (5-[2-benzyloxy-4-(tert-butyldimethylsilanyloxy)phenyl]-1,1-dioxo-2-(2-trimethylsilanylethyl)-1,2,5-thiadiazolidin-3-one), Cl (HCl). The solvent is C1CCOC1 (THF), O1CCOCC1 (dioxane). Run at time 5 day. The product is C(C1=CC=CC=C1)OC1=C(C=CC(=C1)O)N1CC(N(S1(=O)=O)CC[Si](C)(C)C)=O (5-(2-Benzyloxy-4-hydroxyphenyl)-1,1-dioxo-2-(2-trimethylsilanylethyl)-1,2,5-thiadiazolidin-3-one). Reaction SMILES: [CH2:1]([O:8][C:9]1[CH:14]=[C:13]([O:15][Si](C(C)(C)C)(C)C)[CH:12]=[CH:11][C:10]=1[N:23]1[S:27](=[O:29])(=[O:28])[N:26]([CH2:30][CH2:31][Si:32]([CH3:35])([CH3:34])[CH3:33])[C:25](=[O:36])[CH2:24]1)[C:2]1[CH:7]=[CH:6][CH:5]=[CH:4][CH:3]=1.Cl>C1COCC1.O1CCOCC1>[CH2:1]([O:8][C:9]1[CH:14]=[C:13]([OH:15])[CH:12]=[CH:11][C:10]=1[N:23]1[S:27](=[O:28])(=[O:29])[N:26]([CH2:30][CH2:31][Si:32]([CH3:34])([CH3:33])[CH3:35])[C:25](=[O:36])[CH2:24]1)[C:2]1[CH:3]=[CH:4][CH:5]=[CH:6][CH:7]=1. Procedure details: To a solution of 5-[2-benzyloxy-4-(tert-butyldimethylsilanyloxy)phenyl]-1,1-dioxo-2-(2-trimethylsilanylethyl)-1,2,5-thiadiazolidin-3-one (100 mg, 0.18 mmol) in THF (4.5 mL) is added 0.5 mL of 4N HCl in dioxane and the mixture is stirred at RT for 5 days. The solution is concentrated, dissolved in EtOAc and the aqueous phase separated. The organic phase is dried over magnesium sulfate and the solvent removed under reduced pressure to afford the title compound: 1H NMR (CDCl3δ7.29 (m, 5H), 7.16 (d,...